Dataset: the Open Reaction Database (ORD), a public repository of structured organic reaction records. Task: describe an organic reaction: reactants, conditions, products, and yield The reactants are Br.Br.[C@@H]12NC[C@@H](NC1)C2 ((1S,4S)-2,5-diazabicyclo[2.2.1]heptane dihydrobromide), BrCCC1=CC=C(C=C1)[N+](=O)[O-] (1-(2-bromoethyl)-4-nitrobenzene), C(=O)([O-])[O-].[K+].[K+] (K2CO3). The reagents and catalysts are [I-].C(CCC)[N+](CCCC)(CCCC)CCCC (tetrabutylammonium iodide). The solvent is CN(C)C=O (DMF). Run at temperature 60 celsius. The product is [N+](=O)([O-])C1=CC=C(C=C1)CCN1[C@@H]2CN([C@H](C1)C2)CCC2=CC=C(C=C2)[N+](=O)[O-] ((1S,4S)-2,5-Bis[2-(4-nitrophenyl)ethyl]-2,5-diazabicyclo[2.2.1]heptane). Reaction SMILES: Br.Br.[C@H:3]12[CH2:9][C@H:6]([NH:7][CH2:8]1)[CH2:5][NH:4]2.Br[CH2:11][CH2:12][C:13]1[CH:18]=[CH:17][C:16]([N+:19]([O-:21])=[O:20])=[CH:15][CH:14]=1.C([O-])([O-])=O.[K+].[K+]>[I-].C([N+](CCCC)(CCCC)CCCC)CCC.CN(C=O)C>[N+:19]([C:16]1[CH:17]=[CH:18][C:13]([CH2:12][CH2:11][N:4]2[CH2:5][C@@H:6]3[CH2:9][C@H:3]2[CH2:8][N:7]3[CH2:11][CH2:12][C:13]2[CH:14]=[CH:15][C:16]([N+:19]([O-:21])=[O:20])=[CH:17][CH:18]=2)=[CH:14][CH:15]=1)([O-:21])=[O:20] |f:0.1.2,4.5.6,7.8|. Procedure details: A mixture of (1S,4S)-2,5-diazabicyclo[2.2.1]heptane dihydrobromide (60 mg, 0.23 mmol), 1-(2-bromoethyl)-4-nitrobenzene (210 mg, 0.92 mmol), tetrabutylammonium iodide (8.5 mg, 0.023 mmol), and K2CO3 (128 mg, 0.92 mmol) in DMF (2 mL) was heated to 60° C. for 16 hours. LC showed formation of the desired product, which was separated by mass-directed HPLC. LC-MS (IE, m/z): 397 [M+1]+. (0.11 μM) Reactants: CC1(CNC(C=2N(C=3C=C(C=CC3C2)C(=O)O)C1)=O)C (4,4-dimethyl-1-oxo-2,3,4,5-tetrahydro-1H-[1,4]diazepino[1,2-a]indole-8-carboxylic acid), C(=O)(N1C=NC=C1)N1C=NC=C1 (1,1′-carbonyldiimidazole), N1(CCCCCC=NCCC1)C1CCCCCCCCCC1 (1,8-diazabicycloundec-7-ene), CC1=CC(=NO1)N (5-methyl-3-aminoisoxazole). The solvent is C1CCOC1 (THF). Run at temperature 55 celsius, time 10 minute. The product is CC1(CNC(C=2N(C=3C=C(C=CC3C2)C(=O)NC2=NOC(=C2)C)C1)=O)C (4,4-dimethyl-N-(5-methyl-1,2-oxazol-3-yl)-1-oxo-2,3,4,5-tetrahydro-1H-[1,4]diazepino[1,2-a]indole-8-carboxamide). Isolated yield 60.6%. As a reaction SMILES: [CH3:1][C:2]1([CH3:20])[CH2:18][N:7]2[C:8]3[CH:9]=[C:10]([C:15]([OH:17])=O)[CH:11]=[CH:12][C:13]=3[CH:14]=[C:6]2[C:5](=[O:19])[NH:4][CH2:3]1.C(N1C=CN=C1)(N1C=CN=C1)=O.[CH3:33][C:34]1[O:38][N:37]=[C:36]([NH2:39])[CH:35]=1.N1(C2CCCCCCCCCC2)CCCN=CCCCCC1>C1COCC1>[CH3:20][C:2]1([CH3:1])[CH2:18][N:7]2[C:8]3[CH:9]=[C:10]([C:15]([NH:39][C:36]4[CH:35]=[C:34]([CH3:33])[O:38][N:37]=4)=[O:17])[CH:11]=[CH:12][C:13]=3[CH:14]=[C:6]2[C:5](=[O:19])[NH:4][CH2:3]1. Procedure details: To a solution of 4,4-dimethyl-1-oxo-2,3,4,5-tetrahydro-1H-[1,4]diazepino[1,2-a]indole-8-carboxylic acid (100 mg, 0.37 mmol) in THF (2 mL) is added 1,1′-carbonyldiimidazole (149 mg, 0.92 mmol). The reaction mixture is heated at 55° C. for 1 h. The mixture is cooled to room temperature and 5-methyl-3-aminoisoxazole (144 mg, 1.47 mmol) is added. After stifling 10 min, 1,8-diazabicycloundec-7-ene (0.14 mL, 0.92 mmol) is added and the reaction is heated at 60° C. for 16 h. After cooling to room tempe... The reactants are O=C([O-])O, [Cl-], [Cl-], C=C(Cl)CN(C(N)=S)c1cccc(C(F)(F)F)c1, [K+], O, [Zn+2], Cc1ccccc1C. Yields the product C=C1CN(c2cccc(C(F)(F)F)c2)C(=N)S1. RXN SMILES: [C:27](=[O:28])([O-:29])[OH:30].[Cl-:32].[Cl-:34].[F:1][C:2]([c:3]1[cH:4][c:5]([N:9]([C:10](=[S:11])[NH2:12])[CH2:13][C:14](=[CH2:15])[Cl:16])[cH:6][cH:7][cH:8]1)([F:17])[F:18].[K+:31].[OH2:35].[Zn+2:33].[c:19]1([CH3:20])[c:21]([CH3:22])[cH:23][cH:24][cH:25][cH:26]1>>[F:1][C:2]([c:3]1[cH:4][c:5]([N:9]2[C:10](=[NH:12])[S:11][C:14](=[CH2:15])[CH2:13]2)[cH:6][cH:7][cH:8]1)([F:17])[F:18]. The reactants are ClC=1C=CC(=C(CN2C3=C(NCC2)N=CC(=C3)C3=CC=C(C(=O)O)C=C3)C1)C(F)(F)F (4-{1-[5-chloro-2-(trifluoromethyl)benzyl]-1,2,3,4-tetrahydropyrido[2,3-b]pyrazin-7-yl}benzoic acid), O1C=CC=2C(=NC=CC21)N2CCNCC2 (1-(4-furo[3,2-c]pyridinyl)piperazine). Reaction SMILES: [Cl:1][C:2]1[CH:3]=[CH:4][C:5]([C:28]([F:31])([F:30])[F:29])=[C:6]([CH:27]=1)[CH2:7][N:8]1[CH2:13][CH2:12][NH:11][C:10]2[N:14]=[CH:15][C:16]([C:18]3[CH:26]=[CH:25][C:21]([C:22]([OH:24])=O)=[CH:20][CH:19]=3)=[CH:17][C:9]1=2.[O:32]1[C:40]2[CH:39]=[CH:38][N:37]=[C:36]([N:41]3[CH2:46][CH2:45][NH:44][CH2:43][CH2:42]3)[C:35]=2[CH:34]=[CH:33]1>>[Cl:1][C:2]1[CH:3]=[CH:4][C:5]([C:28]([F:30])([F:31])[F:29])=[C:6]([CH:27]=1)[CH2:7][N:8]1[CH2:13][CH2:12][NH:11][C:10]2[N:14]=[CH:15][C:16]([C:18]3[CH:26]=[CH:25][C:21]([C:22]([N:44]4[CH2:45][CH2:46][N:41]([C:36]5[C:35]6[CH:34]=[CH:33][O:32][C:40]=6[CH:39]=[CH:38][N:37]=5)[CH2:42][CH2:43]4)=[O:24])=[CH:20][CH:19]=3)=[CH:17][C:9]1=2. Procedure: 4-{1-[5-chloro-2-(trifluoromethyl)benzyl]-1,2,3,4-tetrahydropyrido[2,3-b]pyrazin-7-yl}benzoic acid was reacted with 1-(4-furo[3,2-c]pyridinyl)piperazine as in General Procedure 10 to give the title compound. LCMS: m/z=633.03 (M+H+); retention time=0.63 minutes. The product is ClC=1C=CC(=C(CN2C3=C(NCC2)N=CC(=C3)C3=CC=C(C=C3)C(=O)N3CCN(CC3)C3=NC=CC2=C3C=CO2)C1)C(F)(F)F ((4-{1-[5-Chloro-2-(trifluoromethyl)benzyl]-1,2,3,4-tetrahydropyrido[2,3-b]pyrazin-7-yl}phenyl)-(4-furo[3,2-c]pyridin-4-ylpiperazin-1-yl)methanone). Yields the product C(C)OCC=1N(C2=C(C(=NC=3C=CC=CC23)N)N1)CCN1C(=NOC12CCCC2)C (2-(ethoxymethyl)-1-[2-(3-methyl-1-oxa-2,4-diazaspiro[4,4]non-2-en-4-yl)ethyl]-1H-imidazo[4,5-c]quinolin-4-amine). Reported procedure: The methods described in Part H of Example 10 were used to treat 4-chloro-2-(ethoxymethyl)-1-[2-(3-methyl-1-oxa-2,4-diazaspiro[4,4]non-2-en-4-yl)ethyl]-1H-imidazo[4,5-c]quinoline (770 mg, 1.80 mmol) with a solution of 7 M ammonia in methanol (20 mL) and isolate and purify the final product to provide 700 mg of 2-(ethoxymethyl)-1-[2-(3-methyl-1-oxa-2,4-diazaspiro[4,4]non-2-en-4-yl)ethyl]-1H-imidazo[4,5-c]quinolin-4-amine as white needles, mp 211-213° C. Run in CO (methanol). Reactants: ClC1=NC=2C=CC=CC2C2=C1N=C(N2CCN2C(=NOC21CCCC1)C)COCC (4-chloro-2-(ethoxymethyl)-1-[2-(3-methyl-1-oxa-2,4-diazaspiro[4,4]non-2-en-4-yl)ethyl]-1H-imidazo[4,5-c]quinoline), N (ammonia). RXN SMILES: Cl[C:2]1[C:11]2[N:12]=[C:13]([CH2:27][O:28][CH2:29][CH3:30])[N:14]([CH2:15][CH2:16][N:17]3[C:21]4([CH2:25][CH2:24][CH2:23][CH2:22]4)[O:20][N:19]=[C:18]3[CH3:26])[C:10]=2[C:9]2[CH:8]=[CH:7][CH:6]=[CH:5][C:4]=2[N:3]=1.[NH3:31]>CO>[CH2:29]([O:28][CH2:27][C:13]1[N:14]([CH2:15][CH2:16][N:17]2[C:21]3([CH2:25][CH2:24][CH2:23][CH2:22]3)[O:20][N:19]=[C:18]2[CH3:26])[C:10]2[C:9]3[CH:8]=[CH:7][CH:6]=[CH:5][C:4]=3[N:3]=[C:2]([NH2:31])[C:11]=2[N:12]=1)[CH3:30]. The reactants are O=C([O-])[O-], CC(=O)O, O=CO, ClCCl, [K+], [K+], NCc1cn2cncc2s1, O. Product: O=CNCc1cn2cncc2s1. Reaction SMILES: [C:18](=[O:19])([O-:20])[O-:21].[CH3:1][C:2]([OH:3])=[O:4].[CH:5]([OH:6])=[O:7].[Cl:25][CH2:26][Cl:27].[K+:22].[K+:23].[NH2:8][CH2:9][c:10]1[cH:11][n:12]2[c:13]([s:14]1)[cH:15][n:16][cH:17]2.[OH2:24]>>[CH:2](=[O:4])[NH:8][CH2:9][c:10]1[cH:11][n:12]2[c:13]([s:14]1)[cH:15][n:16][cH:17]2. The reactants are CCOC(=O)C#N, CCOCC, CCO. Product: CCOC(=N)C(=O)OCC. As a reaction SMILES: [CH2:1]([CH3:2])[O:3][C:4]([C:5]#[N:6])=[O:7].[CH3:11][CH2:12][O:13][CH2:14][CH3:15].[CH3:8][CH2:9][OH:10]>>[CH2:1]([CH3:2])[O:3][C:4]([C:5](=[NH:6])[O:10][CH2:9][CH3:8])=[O:7]. The reactants are ClCCl, OCC=CC#Cc1ccc(C(F)(F)F)cc1. The product is O=CC=CC#Cc1ccc(C(F)(F)F)cc1. Reaction SMILES: [CH2:17]([Cl:18])[Cl:19].[F:1][C:2]([c:3]1[cH:4][cH:5][c:6]([C:9]#[C:10][CH:11]=[CH:12][CH2:13][OH:14])[cH:7][cH:8]1)([F:15])[F:16]>>[F:1][C:2]([c:3]1[cH:4][cH:5][c:6]([C:9]#[C:10][CH:11]=[CH:12][CH:13]=[O:14])[cH:7][cH:8]1)([F:15])[F:16].